From a dataset of the Open Reaction Database (ORD), a public repository of structured organic reaction records. describe an organic reaction: reactants, conditions, products, and yield The reactants are CO, Cl, [Li+], CCC(C)(C)C(=O)C(=O)N1CCCCC1C(=O)OC, [OH-], O. The product is CCC(C)(C)C(=O)C(=O)N1CCCCC1C(=O)O. As a reaction SMILES: [CH3:22][OH:23].[ClH:24].[Li+:21].[O:1]=[C:2]([C:3]([C:4]([CH2:5][CH3:6])([CH3:7])[CH3:8])=[O:9])[N:10]1[CH:11]([C:16](=[O:17])[O:18][CH3:19])[CH2:12][CH2:13][CH2:14][CH2:15]1.[OH-:20].[OH2:25]>>[O:1]=[C:2]([C:3]([C:4]([CH2:5][CH3:6])([CH3:7])[CH3:8])=[O:9])[N:10]1[CH:11]([C:16](=[O:17])[OH:18])[CH2:12][CH2:13][CH2:14][CH2:15]1. The reactants are C(OC(C)(C)C)([O-])=O (tert-butyl carbonate), [Si](C)(C)(C(C)(C)C)O[C@@H]([C@H]1CCC(N1)CC=1C=CC(=NC1)N)C1=CC=CC=C1 (5-({(5R)-5-[(R)-([tert-butyl(dimethyl)silyl]oxy}(phenyl)methyl]pyrrolidin-2-yl}methyl)pyridin-2-amine), [Si](C)(C)(C(C)(C)C)O[C@@H]([C@H]1CCC(N1)CC=1C=CC(=NC1)N)C1=CC=CC=C1 (5-({(5R)-5-[(R)-([tert-butyl(dimethyl)silyl]oxy}(phenyl)methyl]pyrrolidin-2-yl}methyl)pyridin-2-amine), TEA. Reaction conditions: time 8 hour. Yields the product NC1=CC=C(C=N1)C[C@H]1N([C@H](CC1)[C@@H](C1=CC=CC=C1)O[Si](C)(C)C(C)(C)C)C(=O)OC(C)(C)C (Tert-butyl(2S,5R)-2-[(6-aminopyridin-3-yl)methyl]-5-[(R)-{[tert-butyl(dimethyl)silyl]oxy}(phenyl)methyl]pyrrolidine-1-carboxylate). Yield: 27.0%. Reaction SMILES: [C:1](=[O:8])([O-])[O:2][C:3]([CH3:6])([CH3:5])[CH3:4].[Si:9]([O:16][C@H:17]([C:31]1[CH:36]=[CH:35][CH:34]=[CH:33][CH:32]=1)[C@@H:18]1[NH:22][CH:21]([CH2:23][C:24]2[CH:25]=[CH:26][C:27]([NH2:30])=[N:28][CH:29]=2)[CH2:20][CH2:19]1)([C:12]([CH3:15])([CH3:14])[CH3:13])([CH3:11])[CH3:10]>>[NH2:30][C:27]1[N:28]=[CH:29][C:24]([CH2:23][C@@H:21]2[CH2:20][CH2:19][C@H:18]([C@H:17]([O:16][Si:9]([C:12]([CH3:15])([CH3:14])[CH3:13])([CH3:11])[CH3:10])[C:31]3[CH:32]=[CH:33][CH:34]=[CH:35][CH:36]=3)[N:22]2[C:1]([O:2][C:3]([CH3:6])([CH3:5])[CH3:4])=[O:8])=[CH:25][CH:26]=1. Reported procedure: To a solution of 121 mg (0.30 mmol) of 5-({(5R)-5-[(R)-([tert-butyl(dimethyl)silyl]oxy}(phenyl)methyl]pyrrolidin-2-yl}methyl)pyridin-2-amine in 5 mL of anhydrous THF (from Step B above) was added tert-butyl carbonate (66 mg, 0.30 mmol), followed by TEA (42 μL, 0.30 mmol) and the resulting solution stirred at room temperature under nitrogen atmosphere overnight. The reaction mixture was put directly on a preparative plate (1500 μM) and eluted with 60% ethyl acetate in hexane to afford the title c... Yield: 68.0%. Conditions: temperature 6 celsius, time 2 hour. RXN SMILES: Br[CH:2]([C:5]1[NH:6][C:7]2[C:12]([C:13]=1[C:14](=[O:18])[CH:15]([CH3:17])[CH3:16])=[CH:11][CH:10]=[C:9]([C:19]([O:21][CH3:22])=[O:20])[CH:8]=2)[CH2:3][CH3:4].[C:23]([O-:26])(=[O:25])[CH3:24].[K+]>C(O)(=O)C>[C:23]([O:26][CH:2]([C:5]1[NH:6][C:7]2[C:12]([C:13]=1[C:14](=[O:18])[CH:15]([CH3:17])[CH3:16])=[CH:11][CH:10]=[C:9]([C:19]([O:21][CH3:22])=[O:20])[CH:8]=2)[CH2:3][CH3:4])(=[O:25])[CH3:24] |f:1.2|. Reported procedure: To a solution of methyl 2-(1-bromopropyl)-3-isobutyrylindole-6-carboxylate (323 mg) in acetic acid (3 ml) was added potassium acetate (345 mg) and the mixture was stirred at 6° C. for 2 hours. The resulting mixture was evaporated in vacuo, then he residue was diluted with ethyl acetate and washed with water, aqueous sodium bicarbonate and brine. The organic phase was dried over sodium sulfate and evaporated in vacuo. The residue was purified by preparative thin layer chromatography on silica gel... The reactants are BrC(CC)C=1NC2=CC(=CC=C2C1C(C(C)C)=O)C(=O)OC (methyl 2-(1-bromopropyl)-3-isobutyrylindole-6-carboxylate), C(C)(=O)[O-].[K+] (potassium acetate). The solvent is C(C)(=O)O (acetic acid). Yields the product C(C)(=O)OC(CC)C=1NC2=CC(=CC=C2C1C(C(C)C)=O)C(=O)OC (methyl 2-(1-acetoxypropyl)-3-isobutyrylindole-6-carboxylate).